From a dataset of the Open Reaction Database (ORD), a public repository of structured organic reaction records. describe an organic reaction: reactants, conditions, products, and yield Reactants: O=Cc1c[nH]c2ccc(OCc3ccccc3)cc12, COc1cc(C(C)=O)cc(OC)c1OC. Yields the product COc1cc(C(=O)C=Cc2c[nH]c3ccc(OCc4ccccc4)cc23)cc(OC)c1OC. Reaction SMILES: [CH2:16]([c:17]1[cH:18][cH:19][cH:20][cH:21][cH:22]1)[O:23][c:24]1[cH:25][c:26]2[c:27]([CH:33]=[O:34])[cH:28][nH:29][c:30]2[cH:31][cH:32]1.[CH3:1][O:2][c:3]1[cH:4][c:5]([C:13]([CH3:14])=[O:15])[cH:6][c:7]([O:11][CH3:12])[c:8]1[O:9][CH3:10]>>[CH3:1][O:2][c:3]1[cH:4][c:5]([C:13]([CH:14]=[CH:33][c:27]2[c:26]3[cH:25][c:24]([O:23][CH2:16][c:17]4[cH:18][cH:19][cH:20][cH:21][cH:22]4)[cH:32][cH:31][c:30]3[nH:29][cH:28]2)=[O:15])[cH:6][c:7]([O:11][CH3:12])[c:8]1[O:9][CH3:10]. Starting materials: C1(=CC=CC=C1)NN (phenylhydrazine), C1(=CC=CC=C1)NN (phenylhydrazine), C1(CC(CCC1)=O)=O (cyclohexane-1,3-dione), N1C(=CC2=CC=CC=C12)C(=O)N (Indole amide), 337 A1, NN (hydrazine). Reagents/catalysts: solution. The solvent is C(C)O (Ethanol), O (water), O (water). Run at time 15 minute. Yields the product C1(=CC=CC=C1)NN=C1CCCCC1=O (Cyclohexane-2,3-dione monophenylhydrazone). The yield is 83386.8%. Reaction SMILES: N1C2C(=CC=CC=2)C=C1C(N)=O.[C:13]1(=[O:20])[CH2:18][CH2:17][CH2:16][C:15](=O)[CH2:14]1.[C:21]1([NH:27][NH2:28])[CH:26]=[CH:25][CH:24]=[CH:23][CH:22]=1.NN>O.C(O)C>[C:21]1([NH:27][N:28]=[C:18]2[C:13](=[O:20])[CH2:14][CH2:15][CH2:16][CH2:17]2)[CH:26]=[CH:25][CH:24]=[CH:23][CH:22]=1. Reported procedure: The title compound was prepared by a modification of published procedures (M. S. Berridge et al., Nucl. Med. Biol. 19 (5) 563-569 (1992); Brueckner R. et al., EP 1 424 337 A1 (2004)). To a stirred suspension of cyclohexane-1,3-dione (10 g, 0.089 mol) in water (64 mL) under nitrogen was added via dropping funnel 10-15 drops of a solution of phenylhydrazine (8.8 mL, 0.089 mmol) in water (124 mL). The mixture was stirred for 15 minutes at room temperature and then the remainder of the phenylhydrazi... The reactants are C(C)(=O)OO (peracetic acid), NC1=C(C=CC(=C1)SC1=CC=CC=C1)[N+](=O)[O-] (1-amino-5-phenylthio-2-nitrobenzene), C(C)(=O)[O-].[Na+] (sodium acetate), C(C)(=O)OC(C)=O (acetic anhydride), S(O)(O)(=O)=O (sulfuric acid), [OH-].[Na+] (sodium hydroxide). Run in C(Cl)(Cl)Cl (chloroform), CO (methanol), CO (methanol). Run at time 2 hour. Yields the product NC1=C(C=CC(=C1)S(=O)C1=CC=CC=C1)[N+](=O)[O-] (1-amino-5-phenylsulfinyl-2-nitrobenzene). RXN SMILES: [NH2:1][C:2]1[CH:7]=[C:6]([S:8][C:9]2[CH:14]=[CH:13][CH:12]=[CH:11][CH:10]=2)[CH:5]=[CH:4][C:3]=1[N+:15]([O-:17])=[O:16].C(OC(=O)C)(=[O:20])C.S(=O)(=O)(O)O.C([O-])(=O)C.[Na+].C(OO)(=O)C.[OH-].[Na+]>CO.C(Cl)(Cl)Cl>[NH2:1][C:2]1[CH:7]=[C:6]([S:8]([C:9]2[CH:14]=[CH:13][CH:12]=[CH:11][CH:10]=2)=[O:20])[CH:5]=[CH:4][C:3]=1[N+:15]([O-:17])=[O:16] |f:3.4,6.7|. Procedure details: 10 G. of 1-amino-5-phenylthio-2-nitrobenzene in 100 ml. of acetic anhydride is treated with 0.25 ml. of concentrated sulfuric acid. The mixture is kept at 20°-25° C for 2 hours, then neutralized with sodium acetate and the solvent removed under vacuum. The residue is washed with water and methanol and dried. The resulting 1-acetamido-5-phenylthio-2-nitrobenzene is dissolved in 100 ml. of chloroform and treated at -30° C with a solution of peracetic acid (1 equivalent) in 10 ml. of methanol. The ... Starting materials: [H-], CCI, [Na+], CN(C)C=O, CC(C)(C)OC(=O)N1CCC(Oc2cncc(-c3cn(S(=O)(=O)c4ccccc4)c4ncc(-c5cn[nH]c5)cc34)n2)CC1. Yields the product CCn1cc(-c2cnc3c(c2)c(-c2cncc(OC4CCN(C(=O)OC(C)(C)C)CC4)n2)cn3S(=O)(=O)c2ccccc2)cn1. As a reaction SMILES: [H-:47].[I:44][CH2:45][CH3:46].[Na+:48].[O:49]=[CH:50][N:51]([CH3:52])[CH3:53].[c:1]1([S:7](=[O:8])(=[O:9])[n:10]2[cH:11][c:12](-[c:24]3[cH:25][n:26][cH:27][c:28]([O:30][CH:31]4[CH2:32][CH2:33][N:34]([C:37](=[O:38])[O:39][C:40]([CH3:41])([CH3:42])[CH3:43])[CH2:35][CH2:36]4)[n:29]3)[c:13]3[c:14]2[n:15][cH:16][c:17](-[c:19]2[cH:20][n:21][nH:22][cH:23]2)[cH:18]3)[cH:2][cH:3][cH:4][cH:5][cH:6]1>>[c:1]1([S:7](=[O:8])(=[O:9])[n:10]2[cH:11][c:12](-[c:24]3[cH:25][n:26][cH:27][c:28]([O:30][CH:31]4[CH2:32][CH2:33][N:34]([C:37](=[O:38])[O:39][C:40]([CH3:41])([CH3:42])[CH3:43])[CH2:35][CH2:36]4)[n:29]3)[c:13]3[c:14]2[n:15][cH:16][c:17](-[c:19]2[cH:20][n:21][n:22]([CH2:45][CH3:46])[cH:23]2)[cH:18]3)[cH:2][cH:3][cH:4][cH:5][cH:6]1. Starting materials: CC1(C)NS(=O)(=O)c2ccccc21, [K+], O=[N+]([O-])[O-], O=S(=O)(O)O. Product: CC1(C)NS(=O)(=O)c2cc([N+](=O)[O-])ccc21. RXN SMILES: [CH3:1][C:2]1([CH3:13])[NH:3][S:4](=[O:11])(=[O:12])[c:5]2[c:6]1[cH:7][cH:8][cH:9][cH:10]2.[K+:18].[N+:14](=[O:15])([O-:16])[O-:17].[S:19](=[O:20])(=[O:21])([OH:22])[OH:23]>>[CH3:1][C:2]1([CH3:13])[NH:3][S:4](=[O:11])(=[O:12])[c:5]2[c:6]1[cH:7][cH:8][c:9]([N+:14](=[O:15])[O-:16])[cH:10]2. Reactants: F (hydrofluoric acid), C1(=CC=CC=C1)C1=CC=C(C=C1)O (4-phenylphenol), [H-].[Na+] (sodium hydride), C1(=CC=C(C=C1)S(=O)(=O)OC[C@H](CCC=1C=NC=CC1)O[Si](C)(C)C(C)(C)C)C ((2S)-2-(tert-Butyldimethylsilyloxy)-4-(3-pyridyl)-1-butyl para-toluenesulfonate), C(O)([O-])=O.[Na+] (sodium hydrogencarbonate). Solvent: O (water), C(C)#N (acetonitrile), CN(C=O)C (dimethylformamide). Reaction conditions: time 30 minute. Product: N1=CC(=CC=C1)CC[C@@H](COC1=CC=C(C=C1)C1=CC=CC=C1)O ((2S)-4-(3-Pyridyl)-1-[(4-phenyl)phenoxy]-butan-2-ol). Isolated yield 70.5%. Reaction SMILES: [C:1]1([C:7]2[CH:12]=[CH:11][C:10]([OH:13])=[CH:9][CH:8]=2)[CH:6]=[CH:5][CH:4]=[CH:3][CH:2]=1.[H-].[Na+].C1(C)C=CC(S(O[CH2:26][C@@H:27]([O:36][Si](C(C)(C)C)(C)C)[CH2:28][CH2:29][C:30]2[CH:31]=[N:32][CH:33]=[CH:34][CH:35]=2)(=O)=O)=CC=1.F.C(=O)([O-])O.[Na+]>CN(C)C=O.C(#N)C.O>[N:32]1[CH:33]=[CH:34][CH:35]=[C:30]([CH2:29][CH2:28][C@H:27]([OH:36])[CH2:26][O:13][C:10]2[CH:9]=[CH:8][C:7]([C:1]3[CH:2]=[CH:3][CH:4]=[CH:5][CH:6]=3)=[CH:12][CH:11]=2)[CH:31]=1 |f:1.2,5.6|. Procedure details: Solid 4-phenylphenol (0.43 g) was added to a stirred suspension of sodium hydride (60%, 0.096 g) in dimethylformamide (5 ml) and the resulting solution stirred for 30 minutes. (2S)-2-(tert-Butyldimethylsilyloxy)-4-(3-pyridyl)-1-butyl para-toluenesulfonate (0.84 g) was added and the mixture stirred at 60° C. for 2 hours. After cooling the mixture was poured into water (50 ml) and extracted with ethyl acetate. The combined organic extracts were dried over anhydrous magnesium sulfate, filtered and ... The reactants are NC(C(C(=O)O)O)CC(C)C (3-Amino-2-hydroxy-5-methylhexanoic acid), C1(=CC=CC=C1)C (toluene), 3A, Cl (hydrochloric acid). Solvent: C(C)(C)O (isopropyl alcohol). Product: Cl.N[C@H](C(C(=O)OC(C)C)O)CC(C)C ((3S)-3-Amino-2-hydroxy-5-methylhexanoic acid, 1-methylethyl ester, monohydrochloride). Reaction SMILES: [NH2:1][CH:2]([CH2:8][CH:9]([CH3:11])[CH3:10])[CH:3]([OH:7])[C:4]([OH:6])=[O:5].[ClH:12].[C:13]1(C)[CH:18]=CC=C[CH:14]=1>C(O)(C)C>[ClH:12].[NH2:1][C@@H:2]([CH2:8][CH:9]([CH3:11])[CH3:10])[CH:3]([OH:7])[C:4]([O:6][CH:13]([CH3:18])[CH3:14])=[O:5] |f:4.5|. Procedure details: 3-Amino-2-hydroxy-5-methylhexanoic acid (Example A), 26.5 g (0.164 mol), is dissolved in isopropyl alcohol, treated with hydrochloric acid (anhydrous) for five minutes, treated with toluene (250 ml) and 3A molecular seives and warmed to reflux for 15 minutes. The solution is cooled to room temperature, filtered, and the solvents evaporated in vacuo to give the title compound as an extremely hygroscopic foam, 40 g. The foam is used without further purification. Starting materials: C(C1=CC=CC=C1)C1=NC(=CN=C1NN)C=1C=NC=CC1 (2-benzyl-3-hydrazino-6-(3-pyridyl)pyrazine), N1C=NC(=C1)CC(C(=O)OCC)C(=O)OCC (diethyl (imidazol-4-ylmethyl)malonate). The product is C(C1=CC=CC=C1)C=1C=2N(C=C(N1)C=1C=NC=CC1)C(=NN2)C(C(=O)OCC)CC=2N=CNC2 (ethyl rac-8-benzyl-α-(imidazol-4-ylmethyl)-6-(3-pyridyl)-s-triazolo[4,3-a]pyrazine-3-acetate). Reaction SMILES: [CH2:1]([C:8]1[C:13]([NH:14][NH2:15])=[N:12][CH:11]=[C:10]([C:16]2[CH:17]=[N:18][CH:19]=[CH:20][CH:21]=2)[N:9]=1)[C:2]1[CH:7]=[CH:6][CH:5]=[CH:4][CH:3]=1.[NH:22]1[CH:26]=[C:25]([CH2:27][CH:28]([C:34](OCC)=O)[C:29]([O:31][CH2:32][CH3:33])=[O:30])[N:24]=[CH:23]1>>[CH2:1]([C:8]1[C:13]2[N:12]([C:34]([CH:28]([CH2:27][C:25]3[N:24]=[CH:23][NH:22][CH:26]=3)[C:29]([O:31][CH2:32][CH3:33])=[O:30])=[N:15][N:14]=2)[CH:11]=[C:10]([C:16]2[CH:17]=[N:18][CH:19]=[CH:20][CH:21]=2)[N:9]=1)[C:2]1[CH:3]=[CH:4][CH:5]=[CH:6][CH:7]=1. Reported procedure: In a manner analogous to that described in Example 1, by condensing 2-benzyl-3-hydrazino-6-(3-pyridyl)pyrazine with diethyl (imidazol-4-ylmethyl)malonate there is obtained ethyl rac-8-benzyl-α-(imidazol-4-ylmethyl)-6-(3-pyridyl)-s-triazolo[4,3-a]pyrazine-3-acetate, MS: 453 (M)+, which is converted into the above acid by alkaline saponification. The reactants are FC(C=1N=C(NC1)C1=NNC=C1C=CC=1C=NC=CC1)(F)F (3-{2-[3-(4-trifluoromethyl-1H-imidazol-2-yl)-1H-pyrazol-4-yl]-vinyl}-pyridine), 2, [OH-].[NH4+] (ammonium hydroxide). Conditions: temperature 60 celsius, time 3 hour. The product is N1=CC(=CC=C1)C=CC=1C(=NNC1)C=1NC=C(N1)C#N (2-[4-(2-pyridin-3-yl-vinyl)-1H-pyrazol-3-yl]-1H-imidazole-4-carbonitrile), 3. Isolated yield 50.0%. As a reaction SMILES: F[C:2](F)(F)[C:3]1[N:4]=[C:5]([C:8]2[C:12]([CH:13]=[CH:14][C:15]3[CH:16]=[N:17][CH:18]=[CH:19][CH:20]=3)=[CH:11][NH:10][N:9]=2)[NH:6][CH:7]=1.[OH-].[NH4+:24]>>[N:17]1[CH:18]=[CH:19][CH:20]=[C:15]([CH:14]=[CH:13][C:12]2[C:8]([C:5]3[NH:6][CH:7]=[C:3]([C:2]#[N:24])[N:4]=3)=[N:9][NH:10][CH:11]=2)[CH:16]=1 |f:1.2|. Procedure: A mixture of 3-{2-[3-(4-trifluoromethyl-1H-imidazol-2-yl)-1H-pyrazol-4-yl]-vinyl}-pyridine Compound 2 (50 mg, 0.164 mmole) and 5% aqueous ammonium hydroxide (20 mL) was stirred at 60° C. for 3 h until all of the starting material disappeared. After the solvent was removed in vacuo, the residue was dissolved in methanol and neutralized with several drops of 2M aqueous HCl to pH˜7. The solvent was evaporated and the crude compound was diluted with ethyl acetate and washed with water. The organic e...